From a dataset of the Open Reaction Database (ORD), a public repository of structured organic reaction records. describe an organic reaction: reactants, conditions, products, and yield Reactants: C[C@H]1NCCC1 ((2R)-2-methylpyrrolidine), C([O-])([O-])=O.[K+].[K+] (potassium carbonate), BrCCOC=1C=C(C(=O)OCC)C=CC1 (ethyl 3-[(2-bromoethyl)oxy]benzoate). The solvent is C(C)#N (Acetonitrile). Yields the product C[C@H]1N(CCC1)CCOC=1C=C(C(=O)OCC)C=CC1 (ethyl 3-({2-[(2R)-2-methyl-1-pyrrolidinyl]ethyl}oxy)benzoate). RXN SMILES: [CH3:1][C@@H:2]1[CH2:6][CH2:5][CH2:4][NH:3]1.C(=O)([O-])[O-].[K+].[K+].Br[CH2:14][CH2:15][O:16][C:17]1[CH:18]=[C:19]([CH:25]=[CH:26][CH:27]=1)[C:20]([O:22][CH2:23][CH3:24])=[O:21]>C(#N)C>[CH3:1][C@@H:2]1[CH2:6][CH2:5][CH2:4][N:3]1[CH2:14][CH2:15][O:16][C:17]1[CH:18]=[C:19]([CH:25]=[CH:26][CH:27]=1)[C:20]([O:22][CH2:23][CH3:24])=[O:21] |f:1.2.3|. Procedure details: To a suspension of (2R)-2-methylpyrrolidine (300 mg, 3.52 mmol) and potassium carbonate (974 mg, 7.05 mmol) in Acetonitrile (20 mL) stirred at room temperature was added ethyl 3-[(2-bromoethyl)oxy]benzoate D46 (962 mg). The reaction mixture was stirred at 80° C. for 24 hours. After cooled to room temperature the mixture was filtrated and the filtrate was concentrated. The crude product was added to a silica gel column and was eluted with Hexane/EtOAc/TEA in ratio 50/50/0.5. The relevant fraction... Reactants: ClC=1C=C2NC(C(=NC2=CC1N1C=C(C=C1)C=O)C(=O)OCC)=O (Ethyl 6-Chloro-3,4-dihydro-7-(3-formylpyrrole-1-yl)-3-oxoquinoxaline-2-carboxylate), Cl.NO (hydroxylamine hydrochloride), C(C)(=O)[O-].[Na+] (sodium acetate), Cl (hydrochloric acid). Reagents/catalysts: [Pd] (palladium on carbon). The solvent is ClCCl.C(C)O (dichloromethane ethanol), C(C)O (ethanol), C(C)O (ethanol). Run at time 2 hour. Product: Cl.NCC1=CN(C=C1)C1=C(C=C2NC(C(NC2=C1)C(=O)OCC)=O)Cl (Ethyl 7-(3-(Aminomethyl)pyrrole-1-yl)-6-chloro-3-oxo-1,2,3,4-tetrahydroquinoxaline-2-carboxylate Hydrochloride). The yield is 66.2%. As a reaction SMILES: [Cl:1][C:2]1[CH:3]=[C:4]2[C:9](=[CH:10][C:11]=1[N:12]1[CH:16]=[CH:15][C:14]([CH:17]=O)=[CH:13]1)[N:8]=[C:7]([C:19]([O:21][CH2:22][CH3:23])=[O:20])[C:6](=[O:24])[NH:5]2.Cl.[NH2:26]O.C([O-])(=O)C.[Na+].Cl>C(O)C.[Pd].ClCCl.C(O)C>[ClH:1].[NH2:26][CH2:17][C:14]1[CH:15]=[CH:16][N:12]([C:11]2[CH:10]=[C:9]3[C:4]([NH:5][C:6](=[O:24])[CH:7]([C:19]([O:21][CH2:22][CH3:23])=[O:20])[NH:8]3)=[CH:3][C:2]=2[Cl:1])[CH:13]=1 |f:1.2,3.4,8.9,10.11|. Procedure details: To a solution of the compound of Example 1 (166 mg, 480 μmol) in ethanol (5 ml) were added hydroxylamine hydrochloride (66.7 mg, 960 μmol) and successively sodium acetate (78.7 mg, 960 μmol), and the mixture was refluxed for 3 hours. After cooling, the insolubles were filtered off and solvent was distilled off. The residue obtained was submitted to silica gel column chromatography [dichloromethane-ethanol=10:1] to obtain yellowish brown powder. After dissolved this into ethanol (10 ml), 10% pall... Reactants: O (water), [OH-].[Na+] (sodium hydroxide), O (water), CC1(CN(CC1)CC1=CC=CC=C1)C#N (3-methyl-1-(phenylmethyl)-3-pyrrolidinecarbonitrile), [H-].[Al+3].[Li+].[H-].[H-].[H-] (lithium aluminum hydride). The solvent is O1CCCC1 (tetrahydrofuran). Run at time 18 hour. Yields the product CC1(CN(CC1)CC1=CC=CC=C1)CN (3-Methyl-1-(phenylmethyl)-3-pyrrolidinemethanamine). The yield is 93.0%. Reaction SMILES: [CH3:1][C:2]1([C:14]#[N:15])[CH2:6][CH2:5][N:4]([CH2:7][C:8]2[CH:13]=[CH:12][CH:11]=[CH:10][CH:9]=2)[CH2:3]1.[H-].[Al+3].[Li+].[H-].[H-].[H-].O.[OH-].[Na+]>O1CCCC1>[CH3:1][C:2]1([CH2:14][NH2:15])[CH2:6][CH2:5][N:4]([CH2:7][C:8]2[CH:13]=[CH:12][CH:11]=[CH:10][CH:9]=2)[CH2:3]1 |f:1.2.3.4.5.6,8.9|. Reported procedure: To a solution of 2.0 g (10 mmol) of 3-methyl-1-(phenylmethyl)-3-pyrrolidinecarbonitrile in 40 ml tetrahydrofuran was added 0.38 g (10 mmol) of lithium aluminum hydride in portions under nitrogen. The reaction mixture was stirred at room temperature for 18 hours. To the resulting suspension were added 0.3 ml of water, 0.4 ml of 40% sodium hydroxide, and 1.4 ml of water. The grainy precipitate was filtered and washed with tetrahydrofuran. The combined filtrates were concentrated to yield 1.9 g of ... Reactants: O=C([O-])O, CC(C)C(C)(N)C(N)=O, CS(C)=O, CCOC(=O)c1cc(CC)cnc1CCl, [Na+]. Product: CCOC(=O)c1cc(CC)cnc1CNC(C)(C(N)=O)C(C)C. RXN SMILES: [C:25](=[O:26])([OH:27])[O-:28].[CH3:16][C:17]([NH2:18])([CH:19]([CH3:20])[CH3:21])[C:22](=[O:23])[NH2:24].[CH3:30][S:31]([CH3:32])=[O:33].[Cl:1][CH2:2][c:3]1[c:4]([C:5](=[O:6])[O:7][CH2:8][CH3:9])[cH:10][c:11]([CH2:14][CH3:15])[cH:12][n:13]1.[Na+:29]>>[CH2:2]([c:3]1[c:4]([C:5](=[O:6])[O:7][CH2:8][CH3:9])[cH:10][c:11]([CH2:14][CH3:15])[cH:12][n:13]1)[NH:18][C:17]([CH3:16])([CH:19]([CH3:20])[CH3:21])[C:22](=[O:23])[NH2:24]. The reactants are CS(C)=O, CCOC(C)=O, CC1CC(C#N)(c2cc(F)cc(Sc3ccc(-c4ccnn4C)c(F)c3)c2)CCO1, [Na+], [OH-], OO. The product is CC1CC(C(N)=O)(c2cc(F)cc(Sc3ccc(-c4ccnn4C)c(F)c3)c2)CCO1. As a reaction SMILES: [CH3:35][S:36](=[O:37])[CH3:38].[CH3:39][CH2:40][O:41][C:42](=[O:43])[CH3:44].[F:1][c:2]1[cH:3][c:4]([C:22]2([C:29]#[N:30])[CH2:23][CH:24]([CH3:28])[O:25][CH2:26][CH2:27]2)[cH:5][c:6]([S:8][c:9]2[cH:10][c:11]([F:21])[c:12](-[c:15]3[cH:16][cH:17][n:18][n:19]3[CH3:20])[cH:13][cH:14]2)[cH:7]1.[Na+:32].[OH-:31].[OH:33][OH:34]>>[F:1][c:2]1[cH:3][c:4]([C:22]2([C:29]([NH2:30])=[O:31])[CH2:23][CH:24]([CH3:28])[O:25][CH2:26][CH2:27]2)[cH:5][c:6]([S:8][c:9]2[cH:10][c:11]([F:21])[c:12](-[c:15]3[cH:16][cH:17][n:18][n:19]3[CH3:20])[cH:13][cH:14]2)[cH:7]1. Reactants: O=C([O-])[O-], COc1cc2c(Cl)ncnc2cc1OCC1CCN(CCS(C)(=O)=O)CC1, [K+], [K+], CN(C)C=O, Cc1cc2cc(O)ccc2[nH]1. Yields the product COc1cc2c(Oc3ccc4[nH]c(C)cc4c3)ncnc2cc1OCC1CCN(CCS(C)(=O)=O)CC1. RXN SMILES: [C:39](=[O:40])([O-:41])[O-:42].[Cl:1][c:2]1[n:3][cH:4][n:5][c:6]2[cH:7][c:8]([O:14][CH2:15][CH:16]3[CH2:17][CH2:18][N:19]([CH2:22][CH2:23][S:24](=[O:25])(=[O:26])[CH3:27])[CH2:20][CH2:21]3)[c:9]([O:12][CH3:13])[cH:10][c:11]12.[K+:43].[K+:44].[O:45]=[CH:46][N:47]([CH3:48])[CH3:49].[OH:28][c:29]1[cH:30][c:31]2[cH:32][c:33]([CH3:38])[nH:34][c:35]2[cH:36][cH:37]1>>[c:2]1([O:28][c:29]2[cH:30][c:31]3[cH:32][c:33]([CH3:38])[nH:34][c:35]3[cH:36][cH:37]2)[n:3][cH:4][n:5][c:6]2[cH:7][c:8]([O:14][CH2:15][CH:16]3[CH2:17][CH2:18][N:19]([CH2:22][CH2:23][S:24](=[O:25])(=[O:26])[CH3:27])[CH2:20][CH2:21]3)[c:9]([O:12][CH3:13])[cH:10][c:11]12.